From a dataset of the Open Reaction Database (ORD), a public repository of structured organic reaction records. describe an organic reaction: reactants, conditions, products, and yield The reactants are C([O-])([O-])=O.[K+].[K+] (potassium carbonate), ClCC(CNC1=CC=C(C=2C(C3=CC=CC=C3C(C12)=O)=O)NCC(CCl)O)O (1,4-bis-(3-chloro-2-hydroxylpropylamino)-9, 10-anthracenedione), C(CC)N (propylamine), [I-].[K+] (potassium iodide). Solvent: CO (methanol). Run at time 16 hour. The product is Cl.C(CC)NCC(CNC1=CC=C(C=2C(C3=CC=CC=C3C(C12)=O)=O)NCC(CNCCC)O)O (1,4-BIS-(3-PROPYLAMINO-2-HYDROXYPROPYLAMINO)-9, 10 ANTHRACENEDIONE HYDROCHLORIDE SALT). Reaction SMILES: [Cl:1][CH2:2][CH:3]([OH:28])[CH2:4][NH:5][C:6]1[C:19]2[C:18](=[O:20])[C:17]3[C:12](=[CH:13][CH:14]=[CH:15][CH:16]=3)[C:11](=[O:21])[C:10]=2[C:9]([NH:22][CH2:23][CH:24]([OH:27])[CH2:25]Cl)=[CH:8][CH:7]=1.[CH2:29]([NH2:32])[CH2:30][CH3:31].[I-].[K+].C(=O)([O-])[O-].[K+].[K+]>CO>[ClH:1].[CH2:29]([NH:32][CH2:2][CH:3]([OH:28])[CH2:4][NH:5][C:6]1[C:19]2[C:18](=[O:20])[C:17]3[C:12](=[CH:13][CH:14]=[CH:15][CH:16]=3)[C:11](=[O:21])[C:10]=2[C:9]([NH:22][CH2:23][CH:24]([OH:27])[CH2:25][NH:5][CH2:4][CH2:3][CH3:2])=[CH:8][CH:7]=1)[CH2:30][CH3:31] |f:2.3,4.5.6,8.9|. Procedure details: To a solution of 1,4-bis-(3-chloro-2-hydroxylpropylamino)-9, 10-anthracenedione (1 g, 2.36 mmole), propylamine (1.39 g, 23.6 mmole), and potassium iodide (0.26 g, 160 mmole) in methanol (20 mL), which had been stirred for 4 hours at room temperature, was added potassium carbonate (0.5 g, 3.62 mmole), and the reaction was stirred at room temperature for an additional 16 hours. Solvent was removed and the blue product was dissolved in dichloromethane, and was washed three times with water. The org...